Dataset: the Open Reaction Database (ORD), a public repository of structured organic reaction records. Task: describe an organic reaction: reactants, conditions, products, and yield Reactants: FC1=NC=CC(=C1)CO (2-fluoro-4-pyridinemethanol), CC(=O)OI1(C=2C=CC=CC2C(=O)O1)(OC(=O)C)OC(=O)C (Dess-Martin Periodinane), C(O)([O-])=O.[Na+] (sodium hydrogen carbonate). The solvent is C(Cl)(Cl)Cl (chloroform). Run at time 30 minute. Yields the product FC1=NC=CC(=C1)C=O (2-fluoropyridine-4-carbaldehyde). Yield: 30.2%. RXN SMILES: [F:1][C:2]1[CH:7]=[C:6]([CH2:8][OH:9])[CH:5]=[CH:4][N:3]=1.CC(OI1(OC(C)=O)(OC(C)=O)OC(=O)C2C=CC=CC1=2)=O.C(=O)([O-])O.[Na+]>C(Cl)(Cl)Cl>[F:1][C:2]1[CH:7]=[C:6]([CH:8]=[O:9])[CH:5]=[CH:4][N:3]=1 |f:2.3|. Reported procedure: A mixture of 0.64 g of 2-fluoro-4-pyridinemethanol, 10 ml of chloroform and 2.54 g of Dess-Martin Periodinane (1,1,1-triacetoxy-1,1-dihydro-1,2-benziodoxol-3(1H)-one) was stirred for 30 minutes at room temperature. A saturated sodium hydrogen carbonate aqueous solution was poured, and the mixture was extracted three times with ethyl acetate. The combined organic layers were dried over magnesium sulfate, then, concentrated under reduced pressure. The residue was subjected to silica gel column chr... Reactants: S(=O)(Cl)Cl (thionyl chloride), OCC1=NN=CN1C (3-hydroxymethyl-4-methyl-4H-1,2,4-triazole). The product is Cl.ClCC1=NN=CN1C (3-chloromethyl-4-methyl-4H-1,2,4-triazole hydrochloride). As a reaction SMILES: S(Cl)([Cl:3])=O.O[CH2:6][C:7]1[N:11]([CH3:12])[CH:10]=[N:9][N:8]=1>>[ClH:3].[Cl:3][CH2:6][C:7]1[N:11]([CH3:12])[CH:10]=[N:9][N:8]=1 |f:2.3|. Procedure details: To thionyl chloride (2.0 ml) was added at 0° C. 3-hydroxymethyl-4-methyl-4H-1,2,4-triazole (0.15 g), and the mixture was refluxed for 1.5 hour. The reaction mixture was concentrated under reduced pressure, to which was added diethyl ether. Resulting crystals were collected by filtration and dissolved in ethanol, to which was added diethyl ether for recrystallization to afford 3-chloromethyl-4-methyl-4H-1,2,4-triazole hydrochloride (0.22 g) as colorless prisms, m.p. 96°-97° C. RXN SMILES: [C:8]([CH3:9])([CH3:10])([CH3:11])[O:12][C:13]([c:14]1[c:15]([F:32])[cH:16][c:17]([N:21]2[C:22](=[O:31])[O:23][CH:24]([CH2:26][NH:27][C:28]([CH3:29])=[O:30])[CH2:25]2)[cH:18][c:19]1[F:20])=[O:33].[Cl:34][CH2:35][Cl:36].[F:1][C:2]([F:3])([F:4])[C:5]([OH:6])=[O:7]>>[O:12]=[C:13]([c:14]1[c:15]([F:32])[cH:16][c:17]([N:21]2[C:22](=[O:31])[O:23][CH:24]([CH2:26][NH:27][C:28]([CH3:29])=[O:30])[CH2:25]2)[cH:18][c:19]1[F:20])[OH:33]. Reactants: CC(=O)NCC1CN(c2cc(F)c(C(=O)OC(C)(C)C)c(F)c2)C(=O)O1, ClCCl, O=C(O)C(F)(F)F. The product is CC(=O)NCC1CN(c2cc(F)c(C(=O)O)c(F)c2)C(=O)O1. The reactants are [N+](=[N-])=C (diazomethane), OCCC1=CC2=C(C(OC2)=O)C=C1C=C (5-(2-Hydroxyethyl)-6-vinyl-2-benzofuran-1(3H)-one). Run at time 1 hour. Procedure: To a 100 ml flask containing a stir bar was added 5-(2-Hydroxyethyl)-6-vinyl-2-benzofuran-1(3H)-one (0.9 g, 4.41 mmol), and Palladium diacetate (0.049 g, 0.220 mmol), followed by addition of a freshly prepared diazomethane (3.7 g, 88 mmol) in diethyl ether (10 mL) over a course of 20 minutes. The resulting mixture was then stirred at room temperature in a shielded environment for 1 h. When the reaction was complete, the solvent was concentrated to dryness, dissolved in EtOAc, and washed with bri... The solvent is C(C)OCC (diethyl ether). The reagents and catalysts are C(C)(=O)[O-].C(C)(=O)[O-].[Pd+2] (Palladium diacetate). RXN SMILES: [OH:1][CH2:2][CH2:3][C:4]1[C:13]([CH:14]=[CH2:15])=[CH:12][C:7]2[C:8](=[O:11])[O:9][CH2:10][C:6]=2[CH:5]=1.[N+](=[CH2:18])=[N-]>C(OCC)C.C([O-])(=O)C.C([O-])(=O)C.[Pd+2]>[CH:14]1([C:13]2[C:4]([CH2:3][CH2:2][OH:1])=[CH:5][C:6]3[CH2:10][O:9][C:8](=[O:11])[C:7]=3[CH:12]=2)[CH2:18][CH2:15]1 |f:3.4.5|. Yields the product C1(CC1)C=1C(=CC2=C(C(OC2)=O)C1)CCO (6-Cyclopropyl-5-(2-hydroxyethyl)-2-benzofuran-1(3H)-one). Starting materials: C(Br)(Br)(Br)Br (carbon tetrabromide), CO (methanol), C(C1=CC=CC=C1)OC(=O)N1C[C@@H]([C@H](C1)O)CO ((3R,4R)-(1-Benzyloxycarbonyl-4-hydroxypyrrolidin-3-yl)methanol), C1(=CC=CC=C1)P(C1=CC=CC=C1)C1=CC=CC=C1 (triphenylphosphine). Solvent: ClCCl (dichloromethane), CN(C(C)=O)C (N,N-dimethylacetamide). Reaction conditions: time 5 hour. Product: C(C1=CC=CC=C1)OC(=O)N1C[C@@H]([C@H](C1)O)CBr ((3S,4R)-1-benzyloxycarbonyl-3-bromomethyl-4-hydroxypyrrolidine). Isolated yield 80.0%. As a reaction SMILES: [CH2:1]([O:8][C:9]([N:11]1[CH2:15][C@H:14]([OH:16])[C@@H:13]([CH2:17]O)[CH2:12]1)=[O:10])[C:2]1[CH:7]=[CH:6][CH:5]=[CH:4][CH:3]=1.C1(P(C2C=CC=CC=2)C2C=CC=CC=2)C=CC=CC=1.C(Br)(Br)(Br)[Br:39].CO>CN(C)C(=O)C.ClCCl>[CH2:1]([O:8][C:9]([N:11]1[CH2:15][C@H:14]([OH:16])[C@@H:13]([CH2:17][Br:39])[CH2:12]1)=[O:10])[C:2]1[CH:7]=[CH:6][CH:5]=[CH:4][CH:3]=1. Procedure details: (3R,4R)-(1-Benzyloxycarbonyl-4-hydroxypyrrolidin-3-yl)methanol (503 mg) and triphenylphosphine (577 mg) were dissolved in N,N-dimethylacetamide (10 mL) While this solution was chilled in an ice water bath, carbon tetrabromide (730 mg) in dichloromethane (2 mL) was added dropwise. After the reaction mixture was stirred at room temperature for 5 hours, methanol (1 mL) was added and the mixture was concentrated under reduced pressure. The residue was dissolved in ethyl acetate (50 mL), washed with ... Reaction SMILES: [CH2:1]([OH:3])[CH3:2].C(Cl)(Cl)(Cl)Cl.[Mg:9].[C:10]([O:16]CC)(=[O:15])[CH2:11][C:12]([O-:14])=[O:13].[CH3:19][CH2:20]OCC>>[CH2:19]([C:11]([CH2:1][CH3:2])([C:12]([O-:14])=[O:13])[C:10]([O-:16])=[O:15])[CH3:20].[CH2:1]([O:3][Mg+2:9])[CH3:2] |f:5.6|. The product is Ethoxymagnesium Diethylmalonate. The reactants are CCOCC (ether), C(CC(=O)[O-])(=O)OCC (ethyl malonate), C(C)O (ethanol), C(Cl)(Cl)(Cl)Cl (CCl4), [Mg] (magnesium), [Mg] (magnesium), CCOCC (ether). Procedure: A mixture of 2.7 ml of ethanol and 0.3 ml of CCl4 is added dropwise to 2.9 g (0.12 mol) of magnesium which has been degreased with ether. 41 ml of anhydrous ether are introduced dropwise, followed by 20 g (0.125 mol) of ethyl malonate, the solvents being kept at the reflux point without heating. When the addition has ended, the mixture is refluxed for 5 h until the magnesium has completely disappeared. Starting materials: Cl.NC1=C(C=CC(=C1)OC)C1=CC=CC=C1 (2-amino-4-methoxybiphenyl hydrochloride), C(#N)N1CCOCC1 (4-cyanomorpholine). Run in C1=C(C=CC=C1O)C (m-cresol). The product is COC1=CC(=C(C=C1)C1=CC=CC=C1)NC(=N)N1CCOCC1 (N-(4-methoxy-2-biphenylyl)morpholine-4-carboxamidine). RXN SMILES: Cl.[NH2:2][C:3]1[CH:8]=[C:7]([O:9][CH3:10])[CH:6]=[CH:5][C:4]=1[C:11]1[CH:16]=[CH:15][CH:14]=[CH:13][CH:12]=1.[C:17]([N:19]1[CH2:24][CH2:23][O:22][CH2:21][CH2:20]1)#[N:18]>C1C(O)=CC=CC=1C>[CH3:10][O:9][C:7]1[CH:6]=[CH:5][C:4]([C:11]2[CH:12]=[CH:13][CH:14]=[CH:15][CH:16]=2)=[C:3]([NH:2][C:17]([N:19]2[CH2:24][CH2:23][O:22][CH2:21][CH2:20]2)=[NH:18])[CH:8]=1 |f:0.1|. Reported procedure: A mixture of 2-amino-4-methoxybiphenyl hydrochloride (4.4 g) and 4-cyanomorpholine (3.14 g) in m-cresol (25 ml) was heated at 90°-95° C. for 20 hours to yield N-(4-methoxy-2-biphenylyl)morpholine-4-carboxamidine (m.p. 140°-142° C.) which was recrystallised from ethylacetate. N-(4-Methoxy-2-biphenylyl)morpholine-4-carboxamidine (1.2 g) was dissolved in methanol (10 ml) and treated with fumaric acid (1.45 g) to give N-(4-methoxy-2-biphenylyl)morpholine-4-carboxamidine fumarate [m.p. 120° (dec)] wh... Reactants: ClC1=NC=CC=C1Cl (2,3-Dichloropyridine), COC(=O)C1CCNCC1 (piperidine-4-carboxylic acid methyl ester). Product: COC(=O)C1CCN(CC1)C1=NC=CC=C1Cl (1-(3-Chloropyridin-2-yl)piperidine-4-carboxylic acid methyl ester). As a reaction SMILES: Cl[C:2]1[C:7]([Cl:8])=[CH:6][CH:5]=[CH:4][N:3]=1.[CH3:9][O:10][C:11]([CH:13]1[CH2:18][CH2:17][NH:16][CH2:15][CH2:14]1)=[O:12]>>[CH3:9][O:10][C:11]([CH:13]1[CH2:18][CH2:17][N:16]([C:2]2[C:7]([Cl:8])=[CH:6][CH:5]=[CH:4][N:3]=2)[CH2:15][CH2:14]1)=[O:12]. Procedure: 2,3-Dichloropyridine (1.48 g, 10 mmol, Aldrich) and piperidine-4-carboxylic acid methyl ester (1.43 g, 10 mmol, Aldrich) were reacted under the conditions of Example 3a to give the title compound as a colorless viscous oil. MS (ESI, pos. ion) m/z: 256 (M+1). Starting materials: C(C)(C)(C)C1=CC=C(C=C1)N1C(=C(C2=CC=CC=C12)C=O)Cl (1-(4-tert-Butylphenyl)-2-chloro-1H-indole-3-carboxaldehyde), CN(CCN)C (N,N-dimethylethylenediamine). Product: C(C)(C)(C)C1=CC=C(C=C1)N1C(=C(C2=CC=CC=C12)C=O)NCCN(C)C (1-(4-tert-butylphenyl)-2-(2-dimethylaminoethylamino)-1H-indole-3-carboxaldehyde). The yield is 26.0%. RXN SMILES: [C:1]([C:5]1[CH:10]=[CH:9][C:8]([N:11]2[C:19]3[C:14](=[CH:15][CH:16]=[CH:17][CH:18]=3)[C:13]([CH:20]=[O:21])=[C:12]2Cl)=[CH:7][CH:6]=1)([CH3:4])([CH3:3])[CH3:2].[CH3:23][N:24]([CH3:28])[CH2:25][CH2:26][NH2:27]>>[C:1]([C:5]1[CH:10]=[CH:9][C:8]([N:11]2[C:19]3[C:14](=[CH:15][CH:16]=[CH:17][CH:18]=3)[C:13]([CH:20]=[O:21])=[C:12]2[NH:27][CH2:26][CH2:25][N:24]([CH3:28])[CH3:23])=[CH:7][CH:6]=1)([CH3:4])([CH3:3])[CH3:2]. Procedure details: 1-(4-tert-Butylphenyl)-2-chloro-1H-indole-3-carboxaldehyde is reacted with N,N-dimethylethylenediamine as described in Step 2 of Example 29 to afford 1-(4-tert-butylphenyl)-2-(2-dimethylaminoethylamino)-1H-indole-3-carboxaldehyde (26% yield) as a light tan solid. ESI/MS 364 (M+H); RT 3.39 min. NMR 9.94 (1H, s); 7.84 (1H, br s); 7.67 (2H, d); 7.48 (2H, d, J=9 Hz); 7.10 (1H, t); 6.98 (1H, t); 6.66 (1H, d, J=9 Hz); 3.05 (2H, br s); 2.30 (2H, BR t); 2.03 (6H, S); 1.36 (9H, s). Starting materials: C(#N)C=1C=C(C=CC1OCC(C)C)N1N=CC(=C1)C(=O)OCC (ethyl 1-(3-cyano-4-isobutoxyphenyl)pyrazole-4-carboxylate), [OH-].[Na+] (sodium hydroxide), O (water), C(C)(=O)O (acetic acid). Run in C(C)O (ethanol). Reaction conditions: temperature 80 celsius. Product: C(#N)C=1C=C(C=CC1OCC(C)C)N1N=CC(=C1)C(=O)O (1-(3-cyano-4-isobutoxyphenyl)pyrazole-4-carboxylic acid). Isolated yield 55.7%. RXN SMILES: [C:1]([C:3]1[CH:4]=[C:5]([N:14]2[CH:18]=[C:17]([C:19]([O:21]CC)=[O:20])[CH:16]=[N:15]2)[CH:6]=[CH:7][C:8]=1[O:9][CH2:10][CH:11]([CH3:13])[CH3:12])#[N:2].[OH-].[Na+].O.C(O)(=O)C>C(O)C>[C:1]([C:3]1[CH:4]=[C:5]([N:14]2[CH:18]=[C:17]([C:19]([OH:21])=[O:20])[CH:16]=[N:15]2)[CH:6]=[CH:7][C:8]=1[O:9][CH2:10][CH:11]([CH3:13])[CH3:12])#[N:2] |f:1.2|. Procedure: To a solution (15 ml) of ethyl 1-(3-cyano-4-isobutoxyphenyl)pyrazole-4-carboxylate (1.38 g) in ethanol was added 1.75 N aqueous sodium hydroxide solution (3 ml) with stirring, and the mixture was heated at 80° C. for 30 minutes. After the completion of the reaction, the reaction mixture was poured into water and neutralized with acetic acid. The precipitated crystals were recrystallized from a mixed solvent of dioxane and water to give 0.7 g of 1-(3-cyano-4-isobutoxyphenyl)pyrazole-4-carboxylic ...